Dataset: the Open Reaction Database (ORD), a public repository of structured organic reaction records. Task: describe an organic reaction: reactants, conditions, products, and yield Starting materials: COC1=C(C=CC=C1)CC#N ((2-methoxyphenyl)acetonitrile), C(CBr)Br (1,2-dibromomethane), [OH-].[K+] (potassium hydroxide), C1COCCOCCOCCOCCOCCO1 (18-Crown-6). Solvent: O (Water), CS(=O)C (dimethylsulphoxide), CS(=O)C (dimethylsulphoxide). Run at time 20 hour. Yields the product COC1=C(C=CC=C1)C1(CC1)C#N (1-(2-methoxyphenyl)cyclopropane carbonitrile). As a reaction SMILES: [CH3:1][O:2][C:3]1[CH:8]=[CH:7][CH:6]=[CH:5][C:4]=1[CH2:9][C:10]#[N:11].[CH2:12](Br)[CH2:13]Br.[OH-].[K+].C1OCCOCCOCCOCCOCCOC1>CS(C)=O.O>[CH3:1][O:2][C:3]1[CH:8]=[CH:7][CH:6]=[CH:5][C:4]=1[C:9]1([C:10]#[N:11])[CH2:13][CH2:12]1 |f:2.3|. Reported procedure: A mixture of (2-methoxyphenyl)acetonitrile (147 g and 1,2-dibromomethane (168 ml) in dimethylsulphoxide (250 ml) was added over 1 hour to a stirred suspension of powdered potassium hydroxide (250 g) and 18-Crown-6 (5 g) in dimethylsulphoxide (1200 ml) at 25° C. Stirring was continued for 20 hours. Water (1200 ml) was added and the mixture extracted with ether to give a crude oil which was purified by distillation (b.p. 102°/0.25) to give 1-(2-methoxyphenyl)cyclopropane carbonitrile. The reactants are BrB(Br)Br, COc1ccc(-c2ccc(-c3ccc(CCC#N)cc3CC(C)C)cc2Cc2ccccc2)cc1Cc1ccccc1, ClCCl, O. The product is CC(C)Cc1cc(CCC#N)ccc1-c1ccc(-c2ccc(O)c(Cc3ccccc3)c2)c(Cc2ccccc2)c1. Reaction SMILES: [B:1]([Br:2])([Br:3])[Br:4].[CH2:5]([c:6]1[cH:7][cH:8][cH:9][cH:10][cH:11]1)[c:12]1[cH:13][c:14](-[c:33]2[c:34]([CH2:43][CH:44]([CH3:45])[CH3:46])[cH:35][c:36]([CH2:39][CH2:40][C:41]#[N:42])[cH:37][cH:38]2)[cH:15][cH:16][c:17]1-[c:18]1[cH:19][c:20]([CH2:26][c:27]2[cH:28][cH:29][cH:30][cH:31][cH:32]2)[c:21]([O:24][CH3:25])[cH:22][cH:23]1.[Cl:48][CH2:49][Cl:50].[OH2:47]>>[CH2:5]([c:6]1[cH:7][cH:8][cH:9][cH:10][cH:11]1)[c:12]1[cH:13][c:14](-[c:33]2[c:34]([CH2:43][CH:44]([CH3:45])[CH3:46])[cH:35][c:36]([CH2:39][CH2:40][C:41]#[N:42])[cH:37][cH:38]2)[cH:15][cH:16][c:17]1-[c:18]1[cH:19][c:20]([CH2:26][c:27]2[cH:28][cH:29][cH:30][cH:31][cH:32]2)[c:21]([OH:24])[cH:22][cH:23]1. Reactants: C(C)OC(=O)C=1NC2=CC=CC=C2C1 (1H-indole-2-carboxylic acid ethyl ester), ClCC=1C2=C(SC1)C=CC=C2 (3-chloromethyl-benzo[b]thiophene). As a reaction SMILES: C([O:3][C:4]([C:6]1[NH:7][C:8]2[C:13]([CH:14]=1)=[CH:12][CH:11]=[CH:10][CH:9]=2)=[O:5])C.Cl[CH2:16][C:17]1[C:18]2[CH:25]=[CH:24][CH:23]=[CH:22][C:19]=2[S:20][CH:21]=1>>[S:20]1[CH:21]=[C:17]([CH2:16][N:7]2[C:8]3[C:13](=[CH:12][CH:11]=[CH:10][CH:9]=3)[CH:14]=[C:6]2[C:4]([OH:3])=[O:5])[C:18]2[CH:25]=[CH:24][CH:23]=[CH:22][C:19]1=2. The product is S1C2=C(C(=C1)CN1C(=CC3=CC=CC=C13)C(=O)O)C=CC=C2 (1-Benzo[b]thiophen-3-ylmethyl-1H-indole-2-carboxylic acid). Reported procedure: Using general procedure B, 1H-indole-2-carboxylic acid ethyl ester was coupled with 3-chloromethyl-benzo[b]thiophene and the product obtained was hydrolyzed to give the title compound as a white solid. MS: 306.4 ([M−H]−).